describe an organic reaction: reactants, conditions, products, and yield From a dataset of the Open Reaction Database (ORD), a public repository of structured organic reaction records. Starting materials: FC1=C(C=CC=C1)C(C)N (1-(2-fluorophenyl)ethanamine), FC1=C(C=C(C=C1)F)S(=O)(=O)Cl (2,5-difluorobenzenesulfonyl chloride), CSC=1C=C(N)C=CC1 (3-(methylsulfanyl)aniline). The solvent is CC#N (MeCN), O1CCOCC1 (1,4-dioxane). Product: FC=1C=CC(=C(C1)S(=O)(=O)NC1=CC(=CC=C1)SC)NC(C)C1=C(C=CC=C1)F (5-Fluoro-2-{[1-(2-fluorophenyl)ethyl]amino}-N-[3-(methylsulfanyl)phenyl]benzenesulfonamide). Yield: 8.9%. Reaction SMILES: F[C:2]1[CH:7]=[CH:6][C:5]([F:8])=[CH:4][C:3]=1[S:9](Cl)(=[O:11])=[O:10].[CH3:13][S:14][C:15]1[CH:16]=[C:17]([CH:19]=[CH:20][CH:21]=1)[NH2:18].[F:22][C:23]1[CH:28]=[CH:27][CH:26]=[CH:25][C:24]=1[CH:29]([NH2:31])[CH3:30]>O1CCOCC1.CC#N>[F:8][C:5]1[CH:6]=[CH:7][C:2]([NH:31][CH:29]([C:24]2[CH:25]=[CH:26][CH:27]=[CH:28][C:23]=2[F:22])[CH3:30])=[C:3]([S:9]([NH:18][C:17]2[CH:19]=[CH:20][CH:21]=[C:15]([S:14][CH3:13])[CH:16]=2)(=[O:11])=[O:10])[CH:4]=1. Procedure: The title compound (139 mg, 0.32 mmol) was prepared in two steps from 2,5-difluorobenzenesulfonyl chloride (1.07 g, 5.0 mmol) and 3-(methylsulfanyl)aniline (769 mg, 5.5 mmol) in 1,4-dioxane at 70° C.; followed by 1-(2-fluorophenyl)ethanamine (500 mg, 3.6 mmol) in MeCN (0.5 mL) at 200° C. in a Biotage Initiator microwave reactor using the methods of (IntB1).